This data is from the Open Reaction Database (ORD), a public repository of structured organic reaction records. The task is: describe an organic reaction: reactants, conditions, products, and yield Yield: 6.0%. Run in IMS H2O. Reported procedure: A mixture of biphenyl-3,3′,4,4′-tetraamine (214 mg, 2.0 mmol), 4-hydroxybenzaldehyde (489 mg, 4.0 mmol) and Na2S2O5 (380 mg, 2.00 mmol) in IMS-H2O (3:1, 20 mL) was heated under microwave irradiation for 160° C. for 10 min, then 180° C. for 10 min. The mixture was filtered and washed with IMS. H2O was added to the filtrate, and the resulting white precipitate was filtered, and washed with water and Et2O. Column chromatography of the crude solid (EtOAc to 95:5 EtOAc-MeOH) afforded the product as a... Starting materials: C1(=CC(=C(C=C1)N)N)C1=CC(=C(C=C1)N)N (biphenyl-3,3′,4,4′-tetraamine), OC1=CC=C(C=O)C=C1 (4-hydroxybenzaldehyde), Na2S2O5. Run at temperature 160 celsius, time 10 minute. Reaction SMILES: [C:1]1([C:9]2[CH:14]=[CH:13][C:12]([NH2:15])=[C:11]([NH2:16])[CH:10]=2)[CH:6]=[CH:5][C:4]([NH2:7])=[C:3]([NH2:8])[CH:2]=1.[OH:17][C:18]1[CH:25]=[CH:24][C:21]([CH:22]=O)=[CH:20][CH:19]=1>>[NH:15]1[C:12]2[CH:13]=[CH:14][C:9]([C:1]3[CH:6]=[CH:5][C:4]4[NH:7][C:22]([C:21]5[CH:24]=[CH:25][C:18]([OH:17])=[CH:19][CH:20]=5)=[N:8][C:3]=4[CH:2]=3)=[CH:10][C:11]=2[N:16]=[C:22]1[C:21]1[CH:24]=[CH:25][C:18]([OH:17])=[CH:19][CH:20]=1. The product is N1C(=NC2=C1C=CC(=C2)C2=CC1=C(NC(=N1)C1=CC=C(C=C1)O)C=C2)C2=CC=C(C=C2)O (4,4′-(1H,1′H-5,5′-Bibenzo[d]imidazole-2,2′-diyl)diphenol). Reactants: ClCCl, CCCCc1c[nH]c2cc(C(=O)O)ccc2c1=O, C=[N+]=[N-]. Product: CCCCc1c[nH]c2cc(C(=O)OC)ccc2c1=O. As a reaction SMILES: [CH2:22]([Cl:23])[Cl:24].[CH2:4]([CH2:5][CH2:6][CH3:7])[c:8]1[cH:9][nH:10][c:11]2[cH:12][c:13]([C:19](=[O:20])[OH:21])[cH:14][cH:15][c:16]2[c:17]1=[O:18].[N+:1](=[N-:2])=[CH2:3]>>[CH3:3][O:21][C:19]([c:13]1[cH:12][c:11]2[nH:10][cH:9][c:8]([CH2:4][CH2:5][CH2:6][CH3:7])[c:17](=[O:18])[c:16]2[cH:15][cH:14]1)=[O:20].